Task: describe an organic reaction: reactants, conditions, products, and yield. Dataset: the Open Reaction Database (ORD), a public repository of structured organic reaction records Reactants: CC=1C=C(C#N)C=C(C1O)C (3,5-dimethyl-4-hydroxybenzonitrile), ClCCCC#C (5-chloro-1-pentyne), product. Yields the product CC=1C=C(C#N)C=C(C1OCCCC#C)C (3,5-Dimethyl-4-(3-ethinylpropoxy)benzonitrile). The yield is 99.4%. As a reaction SMILES: [CH3:1][C:2]1[CH:3]=[C:4]([CH:7]=[C:8]([CH3:11])[C:9]=1[OH:10])[C:5]#[N:6].Cl[CH2:13][CH2:14][CH2:15][C:16]#[CH:17]>>[CH3:1][C:2]1[CH:3]=[C:4]([CH:7]=[C:8]([CH3:11])[C:9]=1[O:10][CH2:17][CH2:16][CH2:15][C:14]#[CH:13])[C:5]#[N:6]. Procedure details: Following the procedure of Example 1c and using 14.7 g (100 mmol) of 3,5-dimethyl-4-hydroxybenzonitrile and substituting 5-chloro-1-pentyne (12.7 mL, 120 mmol) for the product of Example 1b, there was obtained a red-brown oil which was purified by chromatography (Silica Gel 60, 15% ethyl acetate in hexanes) to give pure title compound (21.2 g, 99.4%) as a pale yellow oil. Starting materials: C(C1=CC=CC=C1)N1CC2(CCN(C2)C2=NC=C(C(=O)OC)C=C2)CC1 (methyl 6-(7-benzyl-2,7-diazaspiro[4.4]non-2-yl)nicotinate). The reagents and catalysts are [OH-].[OH-].[Pd+2] (Pd(OH)2/C). Run in CCO (EtOH). Conditions: time 20 hour. The product is C1N(CCC12CNCC2)C2=NC=C(C(=O)OC)C=C2 (methyl 6-(2,7-diazaspiro[4.4]non-2-yl)nicotinate). Reaction SMILES: C([N:8]1[CH2:26][CH2:25][C:10]2([CH2:14][N:13]([C:15]3[CH:24]=[CH:23][C:18]([C:19]([O:21][CH3:22])=[O:20])=[CH:17][N:16]=3)[CH2:12][CH2:11]2)[CH2:9]1)C1C=CC=CC=1>CCO.[OH-].[OH-].[Pd+2]>[CH2:14]1[C:10]2([CH2:25][CH2:26][NH:8][CH2:9]2)[CH2:11][CH2:12][N:13]1[C:15]1[CH:24]=[CH:23][C:18]([C:19]([O:21][CH3:22])=[O:20])=[CH:17][N:16]=1 |f:2.3.4|. Procedure: A mixture of 2-benzyl-2,7-diazaspiro[4.4]nonane (1.00 g, 4.68 mmol), methyl 6-chloronicotinate (800 mg, 4.68 mmol) and K2CO3 (700 mg, 5.07 mmol) in 5 mL of DMSO was stirred under microwave irradiation for 20 min at a temperature of 150° C. The mixture was poured into EtOAc and washed with sat'd NaHCO3, dried (Na2SO4), filtered and concentrated, giving methyl 6-(7-benzyl-2,7-diazaspiro[4.4]non-2-yl)nicotinate. A bottle containing a suspension of the benzyl amine and 20% Pd(OH)2/C (600 mg, 0.857 m... Reactants: ClC1=C(C=CC=C1S(=O)(=O)C)C=1CCN(CC1)CCC (4-[2-chloro-3-(methylsulfonyl)phenyl]-1-propyl-1,2,3,6-tetrahydropyridine), Cl (hydrochloric acid). The reagents and catalysts are [Pt]=O (platinum oxide). Run in CO (methanol). Conditions: time 1 hour. The product is ClC1=C(C=CC=C1S(=O)(=O)C)C1CCN(CC1)CCC (4-[2-CHLORO-3-(METHYLSULFONYL)PHENYL]-1-PROPYLPIPERIDINE). Yield: 75.4%. As a reaction SMILES: [Cl:1][C:2]1[C:7]([S:8]([CH3:11])(=[O:10])=[O:9])=[CH:6][CH:5]=[CH:4][C:3]=1[C:12]1[CH2:13][CH2:14][N:15]([CH2:18][CH2:19][CH3:20])[CH2:16][CH:17]=1.Cl>CO.[Pt]=O>[Cl:1][C:2]1[C:7]([S:8]([CH3:11])(=[O:10])=[O:9])=[CH:6][CH:5]=[CH:4][C:3]=1[CH:12]1[CH2:17][CH2:16][N:15]([CH2:18][CH2:19][CH3:20])[CH2:14][CH2:13]1. Procedure details: A mixture of 4-[2-chloro-3-(methylsulfonyl)phenyl]-1-propyl-1,2,3,6-tetrahydropyridine (0.46 g, 1.47 mmol), platinum oxide (0.11 g) and hydrochloric acid (0.1 ml, conc) in methanol (30 ml) was hydrogenated at 50 psi for 1 h under hydrogen gas. The reaction mixture was filtered through a pad of celite and the filtrate was concentrated and evaporated to dryness to give 0.48 g of crude product as the hydrochloric acid salt. Purification by flash column chromatography (ethylacetate/methanol, 1:1) ga... Starting materials: C(C)(C)(C)OC(NCCN1C(=NC=2C(=NC=3C=CC=CC3C21)N)CCl)=O (tert-butyl[2-(4-amino-2-chloromethyl-1H-imidazo[4,5-c]quinolin-1-yl)ethyl]carbamate), ON1C(C=2C(C1=O)=CC=CC2)=O (N-hydroxyphthalimide). Yields the product NC1=NC=2C=CC=CC2C2=C1N=C(N2CCNC(OC(C)(C)C)=O)CON2C(C1=CC=CC=C1C2=O)=O (tert-butyl (2-{4-amino-2-[(1,3-dioxo-1,3-dihydroisoindol-2-yl)oxymethyl]-1H-imidazo[4,5-c]quinolin-1-yl}ethyl)carbamate). Yield: 66.7%. RXN SMILES: [C:1]([O:5][C:6](=[O:26])[NH:7][CH2:8][CH2:9][N:10]1[C:22]2[C:21]3[CH:20]=[CH:19][CH:18]=[CH:17][C:16]=3[N:15]=[C:14]([NH2:23])[C:13]=2[N:12]=[C:11]1[CH2:24]Cl)([CH3:4])([CH3:3])[CH3:2].[OH:27][N:28]1[C:32](=[O:33])[C:31]2=[CH:34][CH:35]=[CH:36][CH:37]=[C:30]2[C:29]1=[O:38]>>[NH2:23][C:14]1[C:13]2[N:12]=[C:11]([CH2:24][O:27][N:28]3[C:32](=[O:33])[C:31]4[C:30](=[CH:37][CH:36]=[CH:35][CH:34]=4)[C:29]3=[O:38])[N:10]([CH2:9][CH2:8][NH:7][C:6](=[O:26])[O:5][C:1]([CH3:4])([CH3:3])[CH3:2])[C:22]=2[C:21]2[CH:20]=[CH:19][CH:18]=[CH:17][C:16]=2[N:15]=1. Procedure: Using the general method of Example 5 Part C, tert-butyl[2-(4-amino-2-chloromethyl-1H-imidazo[4,5-c]quinolin-1-yl)ethyl]carbamate (7 g, 19 mmol)) was reacted with N-hydroxyphthalimide (3.65 g, 22.3 mmol) to provide 6.37 g of tert-butyl (2-{4-amino-2-[(1,3-dioxo-1,3-dihydroisoindol-2-yl)oxymethyl]-1H-imidazo[4,5-c]quinolin-1-yl}ethyl)carbamate as a yellow solid. Reactants: C1COCCO1, COc1ccc(P2(=S)SP(=S)(c3ccc(OC)cc3)S2)cc1, CC(C)(C)NC(=O)c1ccc(CSc2c(Cl)ccc3c2CCNCC3)cc1. Product: CC(C)(C)NC(=S)c1ccc(CSc2c(Cl)ccc3c2CCNCC3)cc1. RXN SMILES: [CH2:50]1[O:51][CH2:52][CH2:53][O:54][CH2:55]1.[CH3:28][O:29][c:30]1[cH:31][cH:32][c:33]([P:34]2(=[S:35])[S:36][P:38](=[S:39])([c:40]3[cH:41][cH:42][c:43]([O:44][CH3:45])[cH:46][cH:47]3)[S:37]2)[cH:48][cH:49]1.[Cl:1][c:2]1[c:3]([S:13][CH2:14][c:15]2[cH:16][cH:17][c:18]([C:21]([NH:22][C:23]([CH3:24])([CH3:25])[CH3:26])=[O:27])[cH:19][cH:20]2)[c:4]2[c:5]([cH:11][cH:12]1)[CH2:6][CH2:7][NH:8][CH2:9][CH2:10]2>>[Cl:1][c:2]1[c:3]([S:13][CH2:14][c:15]2[cH:16][cH:17][c:18]([C:21]([NH:22][C:23]([CH3:24])([CH3:25])[CH3:26])=[S:37])[cH:19][cH:20]2)[c:4]2[c:5]([cH:11][cH:12]1)[CH2:6][CH2:7][NH:8][CH2:9][CH2:10]2. Starting materials: O(S(=O)(=O)C(F)(F)F)CC (Ethyl triflate), N12CCN(CC1)CC2 (1,4-diazabicyclo[2,2,2]octane). Solvent: C(C)#N (acetonitrile). Conditions: temperature 0 celsius, time 1 hour. Product: [O-]S(=O)(=O)C(F)(F)F.C(C)[N+]12CCN(CC1)CC2 (1-ethyl-4-aza-1-azoniabicyclo[2,2,2]octane triflate). Yield: 91.5%. Reaction SMILES: [O:1]([CH2:9][CH3:10])[S:2]([C:5]([F:8])([F:7])[F:6])(=[O:4])=[O:3].[N:11]12[CH2:18][CH2:17][N:14]([CH2:15][CH2:16]1)[CH2:13][CH2:12]2>C(#N)C>[O-:4][S:2]([C:5]([F:8])([F:7])[F:6])(=[O:3])=[O:1].[CH2:18]([N+:11]12[CH2:10][CH2:9][N:14]([CH2:15][CH2:16]1)[CH2:13][CH2:12]2)[CH3:17] |f:3.4|. Procedure details: Ethyl triflate (3.56 g, 20.0 mmol) was added dropwise to a cold (0° C.) stirred solution of 1,4-diazabicyclo[2,2,2]octane (3.26 g, 29.1 mmol) in dry acetonitrile (25 cm3) under dry nitrogen. The reaction mixture was stirred at 0° C. for 1 hour and then at 20° C. for 3 hours; no precipitate appeared. The solution was rotary evaporated at water-pump pressure, and the white solid residue remaining was washed with cold diethyl ether to remove unreacted 1,4-diazabicyclo-[2,2,2]octane and then dried i...